From a dataset of the Open Reaction Database (ORD), a public repository of structured organic reaction records. describe an organic reaction: reactants, conditions, products, and yield The product is COC(=O)c1ccc(-c2nnc(CS(=O)CCCc3ccccc3)o2)cc1. Starting materials: CC(=O)OO, COC(=O)c1ccc(-c2nnc(CSCCCc3ccccc3)o2)cc1, CC(C)=O, ClCCl. RXN SMILES: [C:27]([O:28][OH:30])(=[O:29])[CH3:31].[CH3:1][O:2][C:3]([c:4]1[cH:5][cH:6][c:7](-[c:10]2[o:11][c:12]([CH2:15][S:16][CH2:17][CH2:18][CH2:19][c:20]3[cH:21][cH:22][cH:23][cH:24][cH:25]3)[n:13][n:14]2)[cH:8][cH:9]1)=[O:26].[CH3:32][C:33](=[O:34])[CH3:35].[Cl:36][CH2:37][Cl:38]>>[CH3:1][O:2][C:3]([c:4]1[cH:5][cH:6][c:7](-[c:10]2[o:11][c:12]([CH2:15][S:16]([CH2:17][CH2:18][CH2:19][c:20]3[cH:21][cH:22][cH:23][cH:24][cH:25]3)=[O:29])[n:13][n:14]2)[cH:8][cH:9]1)=[O:26]. Starting materials: CCOC(=O)Cl, CCCC(N)C(=O)O, [Na+], [OH-]. Product: CCCC(NC(=O)OCC)C(=O)O. RXN SMILES: [Cl:9][C:10](=[O:11])[O:12][CH2:13][CH3:14].[NH2:1][CH:2]([CH2:3][CH2:4][CH3:5])[C:6](=[O:7])[OH:8].[Na+:16].[OH-:15]>>[NH:1]([CH:2]([CH2:3][CH2:4][CH3:5])[C:6](=[O:7])[OH:8])[C:10](=[O:11])[O:12][CH2:13][CH3:14]. The reactants are CCCBr, CC#N, CCN(C)c1ccccc1. Product: [Br-], CCC[N+](C)(CC)c1ccccc1. As a reaction SMILES: [Br:11][CH2:12][CH2:13][CH3:14].[CH3:15][C:16]#[N:17].[CH3:1][N:2]([c:3]1[cH:4][cH:5][cH:6][cH:7][cH:8]1)[CH2:9][CH3:10]>>[Br-:11].[CH3:1][N+:2]([c:3]1[cH:4][cH:5][cH:6][cH:7][cH:8]1)([CH2:9][CH3:10])[CH2:12][CH2:13][CH3:14]. Reactants: COC(/C(=C\CC1CCCC1)/I)=O ((E)-4-cyclopentyl-2-iodo-but-2-enoic acid methyl ester), C1(=CC=CC=C1)P(C1=CC=CC=C1)C1=CC=CC=C1 (triphenylphosphine), C[Si](C)(C)Cl (trimethylsilyl chloride), [Cl-].[NH4+] (ammonium chloride), BrCCBr (1,2-dibromoethane), FC=1C=C(C=CC1F)I (3,4-difluoro-iodobenzene). The reagents and catalysts are C=1C=CC(=CC1)/C=C/C(=O)/C=C/C2=CC=CC=C2.C=1C=CC(=CC1)/C=C/C(=O)/C=C/C2=CC=CC=C2.[Pd] (bis(dibenzylideneacetone)palladium(0)), [Zn] (zinc), [Zn] (zinc), [Zn] (zinc), [Zn] (zinc), [Zn] (zinc), [Zn] (zinc). The solvent is O1CCCC1 (tetrahydrofuran), O1CCCC1 (tetrahydrofuran), O1CCCC1 (tetrahydrofuran), O1CCCC1 (tetrahydrofuran), O1CCCC1 (tetrahydrofuran). Conditions: temperature 25 celsius, time 15 minute. Product: hexanes diethyl ether, COC(\C(=C\CC1CCCC1)\C1=CC(=C(C=C1)F)F)=O ((E)-4-cyclopentyl-2-(3,4-difluoro-phenyl)-but-2-enoic acid methyl ester). The yield is 73.1%. As a reaction SMILES: BrCCBr.C[Si](Cl)(C)C.[CH3:10][O:11][C:12](=[O:22])/[C:13](/I)=[CH:14]\[CH2:15][CH:16]1[CH2:20][CH2:19][CH2:18][CH2:17]1.C1(P(C2C=CC=CC=2)C2C=CC=CC=2)C=CC=CC=1.[F:42][C:43]1[CH:44]=[C:45](I)[CH:46]=[CH:47][C:48]=1[F:49].[Cl-].[NH4+]>O1CCCC1.[Zn].C1C=CC(/C=C/C(/C=C/C2C=CC=CC=2)=O)=CC=1.C1C=CC(/C=C/C(/C=C/C2C=CC=CC=2)=O)=CC=1.[Pd]>[CH3:10][O:11][C:12](=[O:22])/[C:13](/[C:46]1[CH:45]=[CH:44][C:43]([F:42])=[C:48]([F:49])[CH:47]=1)=[CH:14]/[CH2:15][CH:16]1[CH2:20][CH2:19][CH2:18][CH2:17]1 |f:5.6,9.10.11|. Procedure: A mixture of zinc dust (0.98 g, 15 mmol, Aldrich, −325 mesh) and dry tetrahydrofuran (3 mL) under argon was treated with 1,2-dibromoethane (0.14 g, 0.75 mmol). The zinc suspension was then heated with a heat gun to ebullition, allowed to cool, and heated again. This process was repeated three times to make sure the zinc dust was activated. The activated zinc dust suspension was then treated with trimethylsilyl chloride (82 mg, 0.75 mmol), and the suspension was stirred for 15 min at 25° C. The r...